This data is from the Open Reaction Database (ORD), a public repository of structured organic reaction records. The task is: describe an organic reaction: reactants, conditions, products, and yield Starting materials: CC=1C=C(C(=O)C2=CNC3=C(N=C(C=C3C2=O)C)C)C=CC1C (3-(3,4-Dimethyl-benzoyl)-6,8-dimethyl-1H-[1,7]naphthyridin-4-one), [H-].[Na+] (sodium hydride), BrC1=NC(=CC=C1)CBr (2-bromo-6-bromomethyl-pyridine). The solvent is CN(C=O)C (N,N-dimethylformamide). Product: BrC1=CC=CC(=N1)CN1C=C(C(C2=CC(=NC(=C12)C)C)=O)C(C1=CC(=C(C=C1)C)C)=O (1-(6-Bromo-pyridin-2-ylmethyl)-3-(3,4-dimethyl-benzoyl)-6,8-dimethyl-1H-[1,7]naphthyridin-4-one). Isolated yield 12.1%. Reaction SMILES: [CH3:1][C:2]1[CH:3]=[C:4]([CH:20]=[CH:21][C:22]=1[CH3:23])[C:5]([C:7]1[C:16](=[O:17])[C:15]2[C:10](=[C:11]([CH3:19])[N:12]=[C:13]([CH3:18])[CH:14]=2)[NH:9][CH:8]=1)=[O:6].[H-].[Na+].[Br:26][C:27]1[CH:32]=[CH:31][CH:30]=[C:29]([CH2:33]Br)[N:28]=1>CN(C)C=O>[Br:26][C:27]1[N:28]=[C:29]([CH2:33][N:9]2[C:10]3[C:15](=[CH:14][C:13]([CH3:18])=[N:12][C:11]=3[CH3:19])[C:16](=[O:17])[C:7]([C:5](=[O:6])[C:4]3[CH:20]=[CH:21][C:22]([CH3:23])=[C:2]([CH3:1])[CH:3]=3)=[CH:8]2)[CH:30]=[CH:31][CH:32]=1 |f:1.2|. Reported procedure: Experimental conditions analogous to described for Step 3 of Example 1 were used with 42 mg (0.137 mmol) of 3-(3,4-Dimethyl-benzoyl)-6,8-dimethyl-1H-[1,7]naphthyridin-4-one, 6 mg (0.165 mmol, 60% dispersion in oil) of sodium hydride, 41.3 mg (0.165 mmol) of 2-bromo-6-bromomethyl-pyridine and 1.5 mL of N,N-dimethylformamide. The crude brown solid was purified by flash column chromatography using 30-100% ethyl acetate in hexane to yield 7.9 mg of 1-(6-Bromo-pyridin-2-ylmethyl)-3-(3,4-dimethyl-benz...